describe an organic reaction: reactants, conditions, products, and yield From a dataset of the Open Reaction Database (ORD), a public repository of structured organic reaction records. Starting materials: ClCCl (dichloromethane), C(C1=CC=CC=C1)Br (benzyl bromide), C([O-])([O-])=O.[K+].[K+] (potassium carbonate), FC1=C(C#N)C=CC(=C1)O (2-fluoro-4-hydroxybenzonitrile). Run in C(C)#N (acetonitrile). Yields the product FC1=C(C#N)C=CC(=C1)OCC1=CC=CC=C1 (2-Fluoro-4-(phenylmethoxy)benzonitrile). Isolated yield 84.3%. As a reaction SMILES: [CH2:1](Br)[C:2]1[CH:7]=[CH:6][CH:5]=[CH:4][CH:3]=1.C(=O)([O-])[O-].[K+].[K+].[F:15][C:16]1[CH:23]=[C:22]([OH:24])[CH:21]=[CH:20][C:17]=1[C:18]#[N:19].ClCCl>C(#N)C>[F:15][C:16]1[CH:23]=[C:22]([O:24][CH2:1][C:2]2[CH:7]=[CH:6][CH:5]=[CH:4][CH:3]=2)[CH:21]=[CH:20][C:17]=1[C:18]#[N:19] |f:1.2.3|. Reported procedure: 15.2 ml (0.127 mol) of benzyl bromide and 29.3 g (0.212 mol) of potassium carbonate are added to a solution of 13.3 g (0.106 mol) of 2-fluoro-4-hydroxybenzonitrile in 150 ml of acetonitrile. The mixture is stirred at reflux for 1 hour 30 minutes and then filtered, the filtrate is concentrated under reduced pressure, and the oil obtained is diluted in the minimum amount of dichloromethane. After crystallization by addition of diisopropyl ether, filtration and drying, 20.3 g of product are obtaine...